From a dataset of the Open Reaction Database (ORD), a public repository of structured organic reaction records. describe an organic reaction: reactants, conditions, products, and yield The reactants are C(C)(=O)O (acetic acid), [Cl-].COC1=CC=C(C[P+](C2=CC=CC=C2)(C2=CC=CC=C2)C2=CC=CC=C2)C=C1 (4-methoxybenzyltriphenylphosphonium chloride), O=C1SC(C(N1)=O)CC1=CC=C(OC2=CC=C(C=O)C=C2)C=C1 (4-[4-(2,4-Dioxothiazolidin-5-ylmethyl)-phenoxy]-benzaldehyde), CC(C)([O-])C.[K+] (potassium tert-butoxide). Run in C1CCOC1 (THF). Conditions: temperature 0 celsius, time 15 minute. Yields the product COC1=CC=C(C=C1)C=CC1=CC=C(OC2=CC=C(CC3C(NC(S3)=O)=O)C=C2)C=C1 (5-(4-{4-[2-(4-Methoxyphenyl)-vinyl]-phenoxy}-benzyl)-thiazolidine-2,4-dione). The yield is 33.1%. As a reaction SMILES: [Cl-].[CH3:2][O:3][C:4]1[CH:29]=[CH:28][C:7]([CH2:8][P+](C2C=CC=CC=2)(C2C=CC=CC=2)C2C=CC=CC=2)=[CH:6][CH:5]=1.[CH3:30]C(C)([O-])C.[K+].[O:36]=[C:37]1[NH:41][C:40](=[O:42])[CH:39]([CH2:43][C:44]2[CH:58]=[CH:57][C:47]([O:48][C:49]3[CH:56]=[CH:55][C:52](C=O)=[CH:51][CH:50]=3)=[CH:46][CH:45]=2)[S:38]1.C(O)(=O)C>C1COCC1>[CH3:2][O:3][C:4]1[CH:5]=[CH:6][C:7]([CH:8]=[CH:30][C:52]2[CH:55]=[CH:56][C:49]([O:48][C:47]3[CH:57]=[CH:58][C:44]([CH2:43][CH:39]4[S:38][C:37](=[O:36])[NH:41][C:40]4=[O:42])=[CH:45][CH:46]=3)=[CH:50][CH:51]=2)=[CH:28][CH:29]=1 |f:0.1,2.3|. Reported procedure: To a suspension of 4-methoxybenzyltriphenylphosphonium chloride (419 mg, 1.0 mmol) in THF (10 mL) at 0° C. was added solid potassium tert-butoxide (224 mg, 2.0 mmol). The resultant orange-red solution was stirred for 15 min at 0° C. then cooled to −45° C. Solid compound 53 (327 mg, 1.0 mmol) was added and the reaction mixture stirred for 30 min at this temperature. To this pale yellow solution glacial acetic acid (60 μL, 1 mmol) was added and the solvent was removed in vacuo. The crude product w...